The task is: describe an organic reaction: reactants, conditions, products, and yield. This data is from the Open Reaction Database (ORD), a public repository of structured organic reaction records. The reactants are ClC1=C(C=CC(=C1)Cl)C=1N=C(C(=NC1CC)N[C@H]1[C@H](CC2=CC=CC=C12)OCC)CC (5-(2,4-dichlorophenyl)-N-[(1R,2S)-2-ethoxy-2,3-dihydro-1H-inden-1-yl]-3,6-diethylpyrazin-2-amine), ClC1=C(C=CC(=C1)OC)C=1N=C(C(=NC1CC)N[C@@H]1CN(C[C@@H]1O)C(=O)OCC1=CC=CC=C1)CC (benzyl (3R,4S)-3-{[5-(2-chloro-4-methoxyphenyl)-3,6-diethylpyrazin-2-yl]amino}-4-hydroxypyrrolidine-1-carboxylate), BrCCF (1-bromo-2-fluoro ethane). Yields the product ClC1=C(C=CC(=C1)OC)C=1N=C(C(=NC1CC)N[C@@H]1CN(C[C@@H]1OCCF)C(=O)OCC1=CC=CC=C1)CC (benzyl (3R,4S)-3-{[5-(2-chloro-4-methoxyphenyl)-3,6-diethylpyrazin-2-yl]amino}-4-(2-fluoroethoxy)pyrrolidine-1-carboxylate). Reaction SMILES: ClC1C=C(Cl)C=CC=1C1N=C(CC)C(N[C@@H]2C3C(=CC=CC=3)C[C@@H]2OCC)=NC=1CC.[Cl:32][C:33]1[CH:38]=[C:37]([O:39][CH3:40])[CH:36]=[CH:35][C:34]=1[C:41]1[N:42]=[C:43]([CH2:66][CH3:67])[C:44]([NH:49][C@H:50]2[C@@H:54]([OH:55])[CH2:53][N:52]([C:56]([O:58][CH2:59][C:60]3[CH:65]=[CH:64][CH:63]=[CH:62][CH:61]=3)=[O:57])[CH2:51]2)=[N:45][C:46]=1[CH2:47][CH3:48].Br[CH2:69][CH2:70][F:71]>>[Cl:32][C:33]1[CH:38]=[C:37]([O:39][CH3:40])[CH:36]=[CH:35][C:34]=1[C:41]1[N:42]=[C:43]([CH2:66][CH3:67])[C:44]([NH:49][C@H:50]2[C@@H:54]([O:55][CH2:69][CH2:70][F:71])[CH2:53][N:52]([C:56]([O:58][CH2:59][C:60]3[CH:61]=[CH:62][CH:63]=[CH:64][CH:65]=3)=[O:57])[CH2:51]2)=[N:45][C:46]=1[CH2:47][CH3:48]. Procedure details: Following the procedure for the preparation of 5-(2,4-dichlorophenyl)-N-[(1R,2S)-2-ethoxy-2,3-dihydro-1H-inden-1-yl]-3,6-diethylpyrazin-2-amine but benzyl (3R,4S)-3-{[5-(2-chloro-4-methoxyphenyl)-3,6-diethylpyrazin-2-yl]amino}-4-hydroxypyrrolidine-1-carboxylate and 1-bromo-2-fluoro ethane, and making non-critical variations provided the title compound as a oil: 1H NMR (DMSO-d6) δ) 1.07, 1.14, 2.36, 2.65, 3.60, 3.72, 3.79, 3.82, 4.27, 4.42, 4254, 4.62, 5.09, 5.95, 6.98, 7.11, 7.25, 7.38; IR (diff...